This data is from the Open Reaction Database (ORD), a public repository of structured organic reaction records. The task is: describe an organic reaction: reactants, conditions, products, and yield Starting materials: C1(=CC=CC=C1)N(C(OCC1(C(C2=C(CCC1)C(=CC=C2)O)O)O)=O)C2=CC=CC=C2 ([(5SR,6SR)-1,5,6-trihydroxy-6,7,8,9-tetrahydro-5H-benzocyclohepten-6-yl]methyl N,N-diphenylcarbamate), C([O-])([O-])=O.[K+].[K+] (potassium carbonate), BrCC(=O)OCC (ethyl bromoacetate). Run in CCOC(=O)C (EtOAc), CN(C)C=O (DMF). Reaction conditions: time 18 hour. Yields the product C1(=CC=CC=C1)N(C(=O)OCC1(C(C2=C(CCC1)C(=CC=C2)OCC(=O)OCC)O)O)C2=CC=CC=C2 (ethyl {[(5SR,6SR)-6-(N,N-diphenylcarbamoyloxy)methyl-5,6-dihydroxy-6,7,8,9-tetrahydro-5H-benzocyclohepten-1 -yl]oxy}acetate). Reaction SMILES: [C:1]1([N:7]([C:26]2[CH:31]=[CH:30][CH:29]=[CH:28][CH:27]=2)[C:8](=[O:25])[O:9][CH2:10][C:11]2([OH:24])[CH2:17][CH2:16][CH2:15][C:14]3[C:18]([OH:22])=[CH:19][CH:20]=[CH:21][C:13]=3[CH:12]2[OH:23])[CH:6]=[CH:5][CH:4]=[CH:3][CH:2]=1.C(=O)([O-])[O-].[K+].[K+].Br[CH2:39][C:40]([O:42][CH2:43][CH3:44])=[O:41]>CN(C=O)C.CCOC(C)=O>[C:26]1([N:7]([C:1]2[CH:6]=[CH:5][CH:4]=[CH:3][CH:2]=2)[C:8]([O:9][CH2:10][C:11]2([OH:24])[CH2:17][CH2:16][CH2:15][C:14]3[C:18]([O:22][CH2:39][C:40]([O:42][CH2:43][CH3:44])=[O:41])=[CH:19][CH:20]=[CH:21][C:13]=3[CH:12]2[OH:23])=[O:25])[CH:31]=[CH:30][CH:29]=[CH:28][CH:27]=1 |f:1.2.3|. Reported procedure: To a mixture of [(5SR,6SR)-1,5,6-trihydroxy-6,7,8,9-tetrahydro-5H-benzocyclohepten-6-yl]methyl N,N-diphenylcarbamate (461 mg) and potassium carbonate (304 mg) in DMF (8 ml) was added ethyl bromoacetate (0.244 ml) and stirred at room temperature for 18 hours. The reaction mixture was diluted with EtOAc, washed with water and then brine. It was dried over magnesium sulfate and evaporated in vacuo. The residue was purified by silica gel column chromatography (hexane-EtOAc 4:5) to give ethyl {[(5SR,... The reactants are CC=1C=C(SC1)C=C[N+](=O)[O-] (4-Methyl-2-(2-nitro-vinyl)-thiophene), [H-].[Al+3].[Li+].[H-].[H-].[H-] (lithium aluminium hydride). Product: CC=1C=C(SC1)CCN (2-(4-Methyl-thiophen-2-yl)-ethylamine). Isolated yield 85.0%. RXN SMILES: [CH3:1][C:2]1[CH:3]=[C:4]([CH:7]=[CH:8][N+:9]([O-])=O)[S:5][CH:6]=1.[H-].[Al+3].[Li+].[H-].[H-].[H-]>>[CH3:1][C:2]1[CH:3]=[C:4]([CH2:7][CH2:8][NH2:9])[S:5][CH:6]=1 |f:1.2.3.4.5.6|. Procedure: In close analogy to the procedure described above, 4-Methyl-2-(2-nitro-vinyl)-thiophene is reacted with lithium aluminium hydride to provide the title compound. Reactants: C(=O)(OC)C1=C(C=CC2=CC=CC=C12)OS(=O)(=O)C(F)(F)F (1-carbomethoxy-2-(trifluoromethylsulfonyloxy)naphthalene), ClP(C1=CC=CC=C1)C1=CC=CC=C1 (ClPPh2). Reagents/catalysts: Cl[Ni]Cl (NiCl2), [Zn] (zinc). Solvent: CN(C)C=O (DMF). Run at temperature 108 celsius. Yields the product C(=O)(OC)C1=C(C=CC2=CC=CC=C12)P(C1=CC=CC=C1)C1=CC=CC=C1 (1-Carbomethoxy-2-(diphenylphosphino)naphthalene). RXN SMILES: [C:1]([C:5]1[C:14]2[C:9](=[CH:10][CH:11]=[CH:12][CH:13]=2)[CH:8]=[CH:7][C:6]=1OS(C(F)(F)F)(=O)=O)([O:3][CH3:4])=[O:2].Cl[P:24]([C:31]1[CH:36]=[CH:35][CH:34]=[CH:33][CH:32]=1)[C:25]1[CH:30]=[CH:29][CH:28]=[CH:27][CH:26]=1>CN(C=O)C.Cl[Ni]Cl.[Zn]>[C:1]([C:5]1[C:14]2[C:9](=[CH:10][CH:11]=[CH:12][CH:13]=2)[CH:8]=[CH:7][C:6]=1[P:24]([C:31]1[CH:32]=[CH:33][CH:34]=[CH:35][CH:36]=1)[C:25]1[CH:30]=[CH:29][CH:28]=[CH:27][CH:26]=1)([O:3][CH3:4])=[O:2]. Reported procedure: To a solution of 66.6 g (0.195 mol) of 1-carbomethoxy-2-(trifluoromethylsulfonyloxy)naphthalene in 450 ml DMF were added, under a nitrogen atmosphere, 3.65 g NiCl2 (dppe) (6.9 mmol) and 35 ml ClPPh2 (0.195 mol). The reaction mixture was cooled in an ice-water bath and 15 g zinc (20% excess) was added portionwise at 8°-15° C. The mixture was then heated to 108° C. for 2 hours, cooled to 50° C., filtered through silica and washed with three 20 ml portions of methanol. The filtrate was concentrated... Starting materials: CC1(N(C2=CC=CC=C2CC1)C(=O)C1=C(OC=C1)C)C (2,2-dimethyl-N-(2-methyl-3-furan carbonyl)- 1,2,3,4-tetrahydroquinoline), ice water. Solvent: S(O)(O)(=O)=O (sulfuric acid). Reaction conditions: time 1 hour. Yields the product CC1(CCC2=C(C=CC=C12)NC(=O)C1=C(OC=C1)C)C (N-(1,1-dimethylindan-4-yl)-2-methyl-3-furan carboxamide). Yield: 83.8%. As a reaction SMILES: [CH3:1][C:2]1([CH3:20])[CH2:11][CH2:10][C:9]2[C:4](=[CH:5][CH:6]=[CH:7][CH:8]=2)[N:3]1[C:12]([C:14]1[CH:18]=[CH:17][O:16][C:15]=1[CH3:19])=[O:13]>S(=O)(=O)(O)O>[CH3:1][C:2]1([CH3:20])[C:8]2[C:9](=[C:4]([NH:3][C:12]([C:14]3[CH:18]=[CH:17][O:16][C:15]=3[CH3:19])=[O:13])[CH:5]=[CH:6][CH:7]=2)[CH2:10][CH2:11]1. Procedure details: 20 ml of 85% sulfuric acid solution was added to 2.5 g (9.3 mmols) of 2,2-dimethyl-N-(2-methyl-3-furan carbonyl)- 1,2,3,4-tetrahydroquinoline under water cooling. The mixture was stirred at room temperature for 1 hour and then left standing overnight. Then, the reaction solution was poured into ice water and extracted from ethyl acetate. The resultant organic layer was sequentially washed with water, aqueous sodium hydrogen carbonate solution, water, and brine and then dried with magnesium sulfa... Starting materials: O=Cc1c(F)cc(Br)cc1F, CC(C)(C)[O-], COC[P+](c1ccccc1)(c1ccccc1)c1ccccc1, [Cl-], [K+], C1CCOC1. Yields the product COC=Cc1c(F)cc(Br)cc1F. Reaction SMILES: [Br:30][c:31]1[cH:32][c:33]([F:40])[c:34]([CH:35]=[O:36])[c:37]([F:39])[cH:38]1.[CH3:24][C:25]([CH3:26])([O-:27])[CH3:28].[CH3:2][O:3][CH2:4][P+:5]([c:6]1[cH:7][cH:8][cH:9][cH:10][cH:11]1)([c:12]1[cH:13][cH:14][cH:15][cH:16][cH:17]1)[c:18]1[cH:19][cH:20][cH:21][cH:22][cH:23]1.[Cl-:1].[K+:29].[O:41]1[CH2:42][CH2:43][CH2:44][CH2:45]1>>[CH3:2][O:3][CH:4]=[CH:35][c:34]1[c:33]([F:40])[cH:32][c:31]([Br:30])[cH:38][c:37]1[F:39]. Reactants: ClC1=NC=NC2=CC3=C(C=C12)OC(CO3)COC (4-chloro-7-methoxymethyl-[1,4]dioxano[2,3-g]quinazoline), ClC=1C=C(N)C=CC1C (3-chloro-4-methylaniline). Yields the product ClC=1C=C(C=CC1C)NC1=NC=NC2=CC3=C(C=C12)OC(CO3)COC ((3-chloro-4-methylphenyl)-(7-methoxymethyl-[1,4]-dioxano[2,3-g]quinazolin-4-yl)-amine). The yield is 48.4%. RXN SMILES: Cl[C:2]1[C:11]2[C:6](=[CH:7][C:8]3[O:15][CH2:14][CH:13]([CH2:16][O:17][CH3:18])[O:12][C:9]=3[CH:10]=2)[N:5]=[CH:4][N:3]=1.[Cl:19][C:20]1[CH:21]=[C:22]([CH:24]=[CH:25][C:26]=1[CH3:27])[NH2:23]>>[Cl:19][C:20]1[CH:21]=[C:22]([NH:23][C:2]2[C:11]3[C:6](=[CH:7][C:8]4[O:15][CH2:14][CH:13]([CH2:16][O:17][CH3:18])[O:12][C:9]=4[CH:10]=3)[N:5]=[CH:4][N:3]=2)[CH:24]=[CH:25][C:26]=1[CH3:27]. Procedure details: The titled compound (54 mg, 49%) was prepared in a similar manner as in Example 8, except for employing 4-chloro-7-methoxymethyl-[1,4]dioxano[2,3-g]quinazoline (80 mg, 0.3 mmol) and 3-chloro-4-methylaniline (84 mg, 0.6 mmol). The reactants are CC(C)CCON=O, CC#N, Nc1ccc(Oc2ccccc2F)cc1, ICI, O. Product: Fc1ccccc1Oc1ccc(I)cc1. RXN SMILES: [CH2:1]([O:2][N:3]=[O:4])[CH2:5][CH:6]([CH3:7])[CH3:8].[CH3:28][C:29]#[N:30].[F:9][c:10]1[c:11]([O:12][c:13]2[cH:14][cH:15][c:16]([NH2:19])[cH:17][cH:18]2)[cH:20][cH:21][cH:22][cH:23]1.[I:24][CH2:25][I:26].[OH2:27]>>[F:9][c:10]1[c:11]([O:12][c:13]2[cH:14][cH:15][c:16]([I:24])[cH:17][cH:18]2)[cH:20][cH:21][cH:22][cH:23]1. The reactants are FC1=CC=C(C=C1)C1=C(N(C=2C1=NC=CC2)O)C2=CC=NC=C2 (3-(4-fluorophenyl)-1-hydroxy-2-(pyridin-4-yl)-1H-pyrrolo[3,2-b]pyridine), Cl.ClCCN1CCOCC1 (2-chloroethylmorpholine hydrochloride), [H-].[Na+] (sodium hydride). Solvent: CN(C=O)C (dimethylformamide). Run at time 8 hour. Product: FC1=CC=C(C=C1)C1=C(N(C=2C1=NC=CC2)OCCN2CCOCC2)C2=CC=NC=C2 (3-(4-fluorophenyl)-1-[2-(morpholin-4-yl)ethoxy]-2-(pyridin-4-yl)-1H-pyrrolo[3,2-b]pyridine). Isolated yield 66.2%. RXN SMILES: [F:1][C:2]1[CH:7]=[CH:6][C:5]([C:8]2[C:12]3=[N:13][CH:14]=[CH:15][CH:16]=[C:11]3[N:10]([OH:17])[C:9]=2[C:18]2[CH:23]=[CH:22][N:21]=[CH:20][CH:19]=2)=[CH:4][CH:3]=1.Cl.Cl[CH2:26][CH2:27][N:28]1[CH2:33][CH2:32][O:31][CH2:30][CH2:29]1.[H-].[Na+]>CN(C)C=O>[F:1][C:2]1[CH:3]=[CH:4][C:5]([C:8]2[C:12]3=[N:13][CH:14]=[CH:15][CH:16]=[C:11]3[N:10]([O:17][CH2:26][CH2:27][N:28]3[CH2:33][CH2:32][O:31][CH2:30][CH2:29]3)[C:9]=2[C:18]2[CH:19]=[CH:20][N:21]=[CH:22][CH:23]=2)=[CH:6][CH:7]=1 |f:1.2,3.4|. Reported procedure: To a solution of 3-(4-fluorophenyl)-1-hydroxy-2-(pyridin-4-yl)-1H-pyrrolo[3,2-b]pyridine (0.20 g, 0.65 mmol) and 2-chloroethylmorpholine hydrochloride (0.24 g, 6.56 mmol) in dimethylformamide (5 ml) was added sodium hydride (100 mg, 60% in oil). The reaction mixture was stiffed overnight and quenched with 10% HCl (2 ml). The pH was adjusted to pH=8-9 by the addition of saturated sodium bicarbonate solution and the product was extracted into ethyl acetate. The combined extracts were dried over an... The reactants are CC1(C)Cc2cc(S(=O)(=O)Cl)ccc2O1, [NH4+], C1CCOC1, [OH-]. Product: CC1(C)Cc2cc(S(N)(=O)=O)ccc2O1. As a reaction SMILES: [Cl:1][S:2](=[O:3])(=[O:4])[c:5]1[cH:6][cH:7][c:8]2[c:9]([cH:15]1)[CH2:10][C:11]([CH3:13])([CH3:14])[O:12]2.[NH4+:16].[O:18]1[CH2:19][CH2:20][CH2:21][CH2:22]1.[OH-:17]>>[S:2](=[O:3])(=[O:4])([c:5]1[cH:6][cH:7][c:8]2[c:9]([cH:15]1)[CH2:10][C:11]([CH3:13])([CH3:14])[O:12]2)[NH2:16].